This data is from the Open Reaction Database (ORD), a public repository of structured organic reaction records. The task is: describe an organic reaction: reactants, conditions, products, and yield The reactants are O=C(O)c1ncsc1-c1cccc(Cl)c1, CC(F)(F)c1ccc(Cn2cc(N)cn2)o1. Product: CC(F)(F)c1ccc(Cn2cc(NC(=O)c3ncsc3-c3cccc(Cl)c3)cn2)o1. As a reaction SMILES: [Cl:17][c:18]1[cH:19][c:20](-[c:24]2[c:25]([C:29](=[O:30])[OH:31])[n:26][cH:27][s:28]2)[cH:21][cH:22][cH:23]1.[F:1][C:2]([CH3:3])([F:4])[c:5]1[cH:6][cH:7][c:8]([CH2:10][n:11]2[n:12][cH:13][c:14]([NH2:16])[cH:15]2)[o:9]1>>[F:1][C:2]([CH3:3])([F:4])[c:5]1[cH:6][cH:7][c:8]([CH2:10][n:11]2[n:12][cH:13][c:14]([NH:16][C:29]([c:25]3[c:24](-[c:20]4[cH:19][c:18]([Cl:17])[cH:23][cH:22][cH:21]4)[s:28][cH:27][n:26]3)=[O:30])[cH:15]2)[o:9]1.